The task is: describe an organic reaction: reactants, conditions, products, and yield. This data is from the Open Reaction Database (ORD), a public repository of structured organic reaction records. The reactants are BrC1=C(C=CC(=C1)OC(F)(F)F)NC(C(C)C)=O (N-[2-bromo-4-(trifluoromethoxy)phenyl]-2-methylpropanamide), CC1(OB(OC1(C)C)C=1CCN(CC1)C(=O)OC(C)(C)C)C (tert-butyl 4-(4,4,5,5-tetramethyl-1,3,2-dioxaborolan-2-yl)-3,6-dihydro-1(2H)-pyridinecarboxylate). The product is C(C(C)C)(=O)NC1=C(C=C(C=C1)OC(F)(F)F)C=1CCN(CC1)C(=O)OC(C)(C)C (TERT-BUTYL 4-[2-(ISOBUTYRYLAMINO)-5-(TRIFLUOROMETHOXY)PHENYL]-3,6-DIHYDRO-1(2H)-PYRIDINECARBOXYLATE). As a reaction SMILES: Br[C:2]1[CH:7]=[C:6]([O:8][C:9]([F:12])([F:11])[F:10])[CH:5]=[CH:4][C:3]=1[NH:13][C:14](=[O:18])[CH:15]([CH3:17])[CH3:16].CC1(C)C(C)(C)OB([C:27]2[CH2:28][CH2:29][N:30]([C:33]([O:35][C:36]([CH3:39])([CH3:38])[CH3:37])=[O:34])[CH2:31][CH:32]=2)O1>>[C:14]([NH:13][C:3]1[CH:4]=[CH:5][C:6]([O:8][C:9]([F:12])([F:11])[F:10])=[CH:7][C:2]=1[C:27]1[CH2:32][CH2:31][N:30]([C:33]([O:35][C:36]([CH3:39])([CH3:38])[CH3:37])=[O:34])[CH2:29][CH:28]=1)(=[O:18])[CH:15]([CH3:17])[CH3:16]. Procedure: Prepared by Procedure W and Scheme AF using N-[2-bromo-4-(trifluoromethoxy)phenyl]-2-methylpropanamide and tert-butyl 4-(4,4,5,5-tetramethyl-1,3,2-dioxaborolan-2-yl)-3,6-dihydro-1(2H)-pyridinecarboxylate: ESMS m/e: 329.0 (M−100)+.